This data is from the Open Reaction Database (ORD), a public repository of structured organic reaction records. The task is: describe an organic reaction: reactants, conditions, products, and yield Starting materials: C(C)Br (ethyl bromide), CC(OCC)=O.C(Cl)Cl (EA DCM), Cl.C1(=CC=CC=C1)C#CC1=CC=C(S1)C=1N=C2N(C=CN=C2)C1N (2-(5-Phenylethynyl-thiophen-2-yl)-imidazo[1,2-a]pyrazin-3-ylamine hydrochloride), [H-].[Na+] (sodium hydride). The solvent is CN(C)C=O (DMF), CN(C)C=O (DMF). Conditions: time 1 hour. The product is C(C)NC1=C(N=C2N1C=CN=C2)C=2SC(=CC2)C#CC2=CC=CC=C2 (ethyl-[2-(5-phenylethynyl-thiophen-2-yl)-imidazo[1,2-a]pyrazin-3-yl]-amine). Isolated yield 92.5%. RXN SMILES: Cl.[C:2]1([C:8]#[C:9][C:10]2[S:14][C:13]([C:15]3[N:16]=[C:17]4[CH:22]=[N:21][CH:20]=[CH:19][N:18]4[C:23]=3[NH2:24])=[CH:12][CH:11]=2)[CH:7]=[CH:6][CH:5]=[CH:4][CH:3]=1.[H-].[Na+].[CH2:27](Br)[CH3:28].CC(=O)OCC.C(Cl)Cl>CN(C=O)C>[CH2:27]([NH:24][C:23]1[N:18]2[CH:19]=[CH:20][N:21]=[CH:22][C:17]2=[N:16][C:15]=1[C:13]1[S:14][C:10]([C:9]#[C:8][C:2]2[CH:7]=[CH:6][CH:5]=[CH:4][CH:3]=2)=[CH:11][CH:12]=1)[CH3:28] |f:0.1,2.3,5.6|. Procedure details: 395 mg (1.25 mmol) of 2-(5-phenylethynyl-thiophen-2-yl)-imidazo[1,2-a]pyrazin-3-ylamine hydrochloride (Example 83) were dissolved in DMF (8 ml). After addition of 100 mg (2.5 mmol) of sodium hydride (60% dispersion in mineral oil), the mixture was stirred at RT for 1 h. A solution of 74 μl (0.8 mmol) of ethyl bromide in DMF (2 ml) was then added dropwise. The reaction solution was stirred at RT for 16 h, quenched with water (10 ml) and extracted with EA (2×50 ml). The combined organic phases wer... Reactants: ClC1=C(C=C(C(=C1)Cl)OC)NC1=C2C(=NC=C1C#N)C=C(S2)I (7-[(2,4-dichloro-5-methoxyphenyl)amino]-2-iodothieno[3,2-b]pyridine-6-carbonitrile), C(#C)C1=NC=CC=C1 (2-ethynylpyridine), CO (methanol). The solvent is C(C)N(CC)CC (triethylamine), C1=CC=CC=C1 (benzene). Procedure: A mixture of 7-[(2,4-dichloro-5-methoxyphenyl)amino]-2-iodothieno[3,2-b]pyridine-6-carbonitrile (300 mg, 0.63 mmol), 2-ethynylpyridine (90 μL, 0.82 mmol), 7.3 mg of tetrakis(triphenylphosphine)palladium(0) and 3 mg of copper(I) iodide in 2 mL of triethylamine and 7 mL of benzene is heated at reflux overnight. The mixture is cooled to room temperature and 5 mL of methanol are added. The solvents are removed in vacuo and the residue is treated with 10 mL of ethyl acetate. The insoluble material is... Reagents/catalysts: C=1C=CC(=CC1)[P](C=2C=CC=CC2)(C=3C=CC=CC3)[Pd]([P](C=4C=CC=CC4)(C=5C=CC=CC5)C=6C=CC=CC6)([P](C=7C=CC=CC7)(C=8C=CC=CC8)C=9C=CC=CC9)[P](C=1C=CC=CC1)(C=1C=CC=CC1)C=1C=CC=CC1 (tetrakis(triphenylphosphine)palladium(0)), [Cu]I (copper(I) iodide). Isolated yield 32.4%. Product: ClC1=C(C=C(C(=C1)Cl)OC)NC1=C2C(=NC=C1C#N)C=C(S2)C#CC2=NC=CC=C2 (7-[(2,4-dichloro-5-methoxyphenyl)amino]-2-(pyridin-2-ylethynyl)thieno[3,2-b]pyridine-6-carbonitrile). As a reaction SMILES: [Cl:1][C:2]1[CH:7]=[C:6]([Cl:8])[C:5]([O:9][CH3:10])=[CH:4][C:3]=1[NH:11][C:12]1[C:17]([C:18]#[N:19])=[CH:16][N:15]=[C:14]2[CH:20]=[C:21](I)[S:22][C:13]=12.[C:24]([C:26]1[CH:31]=[CH:30][CH:29]=[CH:28][N:27]=1)#[CH:25].CO>C(N(CC)CC)C.C1C=CC=CC=1.C1C=CC([P]([Pd]([P](C2C=CC=CC=2)(C2C=CC=CC=2)C2C=CC=CC=2)([P](C2C=CC=CC=2)(C2C=CC=CC=2)C2C=CC=CC=2)[P](C2C=CC=CC=2)(C2C=CC=CC=2)C2C=CC=CC=2)(C2C=CC=CC=2)C2C=CC=CC=2)=CC=1.[Cu]I>[Cl:1][C:2]1[CH:7]=[C:6]([Cl:8])[C:5]([O:9][CH3:10])=[CH:4][C:3]=1[NH:11][C:12]1[C:17]([C:18]#[N:19])=[CH:16][N:15]=[C:14]2[CH:20]=[C:21]([C:25]#[C:24][C:26]3[CH:31]=[CH:30][CH:29]=[CH:28][N:27]=3)[S:22][C:13]=12 |^1:50,52,71,90|. Starting materials: BrC1=C(C(=CC=2C(=CCC(C12)(C)C)C(C)C)/C(=C(\C=C\C(=C\C(=O)OCC)\C)/F)/C)OCC (ethyl (2E,4E,6E)-7-(4 bromo-3-ethoxy-8-isopropyl-5,5-dimethyl-5,6-dihydro-naphthalen-2-yl)-6 fluoro-3-methyl-octa-2,4,6-trienoate), BrC1=C(C(=CC=2C(=CCC(C12)(C)C)C(C)C)/C(=C(\C=C\C(=C\C(=O)OCC)\C)/F)/C)OCC (ethyl (2E,4E,6E)-7-(4 bromo-3-ethoxy-8-isopropyl-5,5-dimethyl-5,6-dihydro-naphthalen-2-yl)-6 fluoro-3-methyl-octa-2,4,6-trienoate), [OH-].[Na+] (NaOH). RXN SMILES: [Br:1][C:2]1[C:11]2[C:10]([CH3:13])([CH3:12])[CH2:9][CH:8]=[C:7]([CH:14]([CH3:16])[CH3:15])[C:6]=2[CH:5]=[C:4](/[C:17](/[CH3:30])=[C:18](/[F:29])\[CH:19]=[CH:20]\[C:21](\[CH3:28])=[CH:22]\[C:23]([O:25]CC)=[O:24])[C:3]=1[O:31][CH2:32][CH3:33].[OH-].[Na+]>C(O)C>[Br:1][C:2]1[C:11]2[C:10]([CH3:13])([CH3:12])[CH2:9][CH:8]=[C:7]([CH:14]([CH3:16])[CH3:15])[C:6]=2[CH:5]=[C:4](/[C:17](/[CH3:30])=[C:18](/[F:29])\[CH:19]=[CH:20]\[C:21](\[CH3:28])=[CH:22]\[C:23]([OH:25])=[O:24])[C:3]=1[O:31][CH2:32][CH3:33] |f:1.2|. Solvent: C(C)O (ethanol). Procedure: As described in General Procedure J-1, ethyl (2E,4E,6E)-7-(4 bromo-3-ethoxy-8-isopropyl-5,5-dimethyl-5,6-dihydro-naphthalen-2-yl)-6 fluoro-3-methyl-octa-2,4,6-trienoate (Compound A-158, 860 mg, 1.65 mmol) in ethanol was treated with a solution of 1 N NaOH to produce the title compound after purification by recrystallization from acetonitrile. Product: BrC1=C(C(=CC=2C(=CCC(C12)(C)C)C(C)C)/C(=C(\C=C\C(=C\C(=O)O)\C)/F)/C)OCC ((2E,4E,6E)-7-(4-Bromo-3-ethoxy-8-isopropyl-5,5-dimethyl-5,6-dihydro-naphthalen-2-yl)-6-fluoro-3-methyl-octa-2.4,6-trienoic acid).